This data is from the Open Reaction Database (ORD), a public repository of structured organic reaction records. The task is: describe an organic reaction: reactants, conditions, products, and yield The reactants are O=C(OO)c1cccc(Cl)c1, ClCCl, O, O=C(Oc1ccc([N+](=O)[O-])cc1)N1CCSCC1. The product is O=C(Oc1ccc([N+](=O)[O-])cc1)N1CCS(=O)CC1. As a reaction SMILES: [Cl:19][c:20]1[cH:21][cH:22][cH:23][c:24]([C:25]([O:26][OH:28])=[O:27])[cH:29]1.[Cl:31][CH2:32][Cl:33].[OH2:30].[S:1]1[CH2:2][CH2:3][N:4]([C:7](=[O:8])[O:9][c:10]2[cH:11][cH:12][c:13]([N+:16](=[O:17])[O-:18])[cH:14][cH:15]2)[CH2:5][CH2:6]1>>[S:1]1(=[O:27])[CH2:2][CH2:3][N:4]([C:7](=[O:8])[O:9][c:10]2[cH:11][cH:12][c:13]([N+:16](=[O:17])[O-:18])[cH:14][cH:15]2)[CH2:5][CH2:6]1.